This data is from the Open Reaction Database (ORD), a public repository of structured organic reaction records. The task is: describe an organic reaction: reactants, conditions, products, and yield Reactants: C(C)(=O)C=1SC=CC1 (2-acetylthiophene), Cl (hydrochloric acid), Cl.CNC (dimethylamine hydrochloride), C=O (paraformaldehyde). The solvent is C(C)(C)O (isopropanol). As a reaction SMILES: [C:1]([C:4]1[S:5][CH:6]=[CH:7][CH:8]=1)(=[O:3])[CH3:2].Cl.[CH3:10][NH:11][CH3:12].[CH2:13]=O.Cl>C(O)(C)C>[CH3:10][N:11]([CH3:13])[CH2:12][CH2:2][C:1]([C:4]1[S:5][CH:6]=[CH:7][CH:8]=1)=[O:3] |f:1.2|. Procedure details: An example of a method known for producing N,N-dimethyl-3-hydroxy-3-(2-thienyl)propanamine is reacting 2-acetylthiophene with a dimethylamine hydrochloride in isopropanol in the presence of paraformaldehyde and hydrochloric acid to give 2-thienyl 2-dimethylaminoethyl ketone, and reducing this ketone with sodium borohydride in ethanol (Japanese Unexamined Patent Publication No. 1995-188065). The product is CN(CCC(=O)C=1SC=CC1)C (2-thienyl 2-dimethylaminoethyl ketone). Reactants: ClC1=C(C=CC=C1)C(C)=O (o-chloroacetophenone), ClC1=C(C=CC(=C1)Cl)O (2,4-dichlorophenol), [Na] (sodium), [K] (potassium). Reagents/catalysts: [Cu] (copper). Yields the product ClC1=C(OCC(=O)C2=CC=CC=C2)C=CC(=C1)Cl (2-(2,4-dichlorophenoxy)acetophenone). Reaction SMILES: Cl[C:2]1[CH:7]=[CH:6][CH:5]=[CH:4][C:3]=1[C:8](=[O:10])[CH3:9].[Na].[K].[Cl:13][C:14]1[CH:19]=[C:18]([Cl:20])[CH:17]=[CH:16][C:15]=1[OH:21]>[Cu]>[Cl:13][C:14]1[CH:19]=[C:18]([Cl:20])[CH:17]=[CH:16][C:15]=1[O:21][CH2:9][C:8]([C:3]1[CH:4]=[CH:5][CH:6]=[CH:7][CH:2]=1)=[O:10] |^1:10,11|. Procedure details: Hitherto this compound has been prepared by reacting o-chloroacetophenone with the sodium or potassium salt of 2,4-dichlorophenol at a temperature of at least 120° C. in the presence of a copper catalyst to produce 2-(2,4-dichlorophenoxy)acetophenone. This is then reacted with sulphur and morpholine to afford a thioacetmorpholide which is thereafter hydrolysed. Reactants: ( 2 ), C(C)(C)(C)NC1=NC=CC=2C(=CC=CC12)C(=O)NC1=C(C=CC(=C1)C(NC1=CC(=CC=C1)C(F)(F)F)=O)C (1-(t-butylamino)-N-(2-methyl-5-((3-(trifluoromethyl)phenyl)carbamoyl)phenyl)isoquinoline-5-carboxamide), NC1=CC=CC=C1 (aniline). Yields the product C(C)(C)(C)NC1=NC=CC=2C(=CC=CC12)C(=O)NC1=C(C=CC(=C1)C(NC1=CC=CC=C1)=O)C (1-(t-butylamino)-N-(2-methyl-5-(phenylcarbamoyl)phenyl)isoquinoline-5-carboxamide). Yield: 3.0%. Reaction SMILES: [C:1]([NH:5][C:6]1[C:15]2[CH:14]=[CH:13][CH:12]=[C:11]([C:16]([NH:18][C:19]3[CH:24]=[C:23]([C:25](=[O:37])[NH:26][C:27]4[CH:32]=[CH:31][CH:30]=[C:29](C(F)(F)F)[CH:28]=4)[CH:22]=[CH:21][C:20]=3[CH3:38])=[O:17])[C:10]=2[CH:9]=[CH:8][N:7]=1)([CH3:4])([CH3:3])[CH3:2].NC1C=CC=CC=1>>[C:1]([NH:5][C:6]1[C:15]2[CH:14]=[CH:13][CH:12]=[C:11]([C:16]([NH:18][C:19]3[CH:24]=[C:23]([C:25](=[O:37])[NH:26][C:27]4[CH:28]=[CH:29][CH:30]=[CH:31][CH:32]=4)[CH:22]=[CH:21][C:20]=3[CH3:38])=[O:17])[C:10]=2[CH:9]=[CH:8][N:7]=1)([CH3:4])([CH3:3])[CH3:2]. Procedure details: The procedures of Steps (1), (2) and (3) of Example 2 were repeated step by step, except for using aniline instead of 3-trifluoro-aniline in Step (1) of Example 2 to obtain the title compound (1.2 mg, 3%). The reactants are COC(C1=CC(=C(C=C1)Cl)[N+](=O)[O-])=O (4-chloro-3-nitrobenzoic acid methyl ester), C1(=CC=CC=C1)NC(C)=O (N-phenylacetamide), C(=O)([O-])[O-].[Cs+].[Cs+] (Cs2CO3). The reagents and catalysts are FC(C(=O)[O-])(F)F.[Pd+2].FC(C(=O)[O-])(F)F (palladium trifluoroacetate), C=1C=CC(=CC1)P(C=2C=CC=CC2)C3=CC=C4C=CC=CC4=C3C5=C6C=CC=CC6=CC=C5P(C=7C=CC=CC7)C=8C=CC=CC8 (BINAP). The product is COC(=O)C1=CC2=C(N(C(=N2)C)C2=CC=CC=C2)C=C1 (2-Methyl-1-phenyl-1H-benzimidazole-5-carboxylic Acid Methyl Ester). Isolated yield 78.0%. Reaction SMILES: [CH3:1][O:2][C:3](=[O:14])[C:4]1[CH:9]=[CH:8][C:7](Cl)=[C:6]([N+:11]([O-])=O)[CH:5]=1.[C:15]1([NH:21][C:22](=O)[CH3:23])[CH:20]=[CH:19][CH:18]=[CH:17][CH:16]=1.C([O-])([O-])=O.[Cs+].[Cs+]>FC(F)(F)C([O-])=O.[Pd+2].FC(F)(F)C([O-])=O.C1C=CC(P(C2C(C3C(P(C4C=CC=CC=4)C4C=CC=CC=4)=CC=C4C=3C=CC=C4)=C3C(C=CC=C3)=CC=2)C2C=CC=CC=2)=CC=1>[CH3:1][O:2][C:3]([C:4]1[CH:9]=[CH:8][C:7]2[N:21]([C:15]3[CH:20]=[CH:19][CH:18]=[CH:17][CH:16]=3)[C:22]([CH3:23])=[N:11][C:6]=2[CH:5]=1)=[O:14] |f:2.3.4,5.6.7|. Procedure: The title compound was prepared following Method A at larger scale, from 4-chloro-3-nitrobenzoic acid methyl ester (5.39 g, 25 mmol), N-phenylacetamide (3.38 g, 25 mmol), palladium trifluoroacetate (416 mg, 1.25 mmol), BINAP (778 mg, 1.25 mmol) and Cs2CO3 11.4 g, 35 mmol) and refluxing just for 5 hours, giving rise to the title compound as colorless crystals (5.19 g, 78%). mp 108° C. to 110° C. 1H NMR (DMSO) δ 2.55 (s, 3H), 3.78 (s, 3H), 7.30 (d, J=8.2Hz, 1H), 7.52-7.71 (m, 5H), 7.92 (d, J=8.2Hz... The reactants are [Br-], O=[N+]([O-])c1cnc(Cl)c(Br)c1, CC#N, [F-], [K+], c1ccc([P+](c2ccccc2)(c2ccccc2)c2ccccc2)cc1. Yields the product O=[N+]([O-])c1cnc(F)c(Br)c1. RXN SMILES: [Br-:14].[Br:1][c:2]1[c:3]([Cl:11])[n:4][cH:5][c:6]([N+:8](=[O:9])[O-:10])[cH:7]1.[CH3:40][C:41]#[N:42].[F-:12].[K+:13].[c:15]1([P+:16]([c:17]2[cH:18][cH:19][cH:20][cH:21][cH:22]2)([c:23]2[cH:24][cH:25][cH:26][cH:27][cH:28]2)[c:29]2[cH:30][cH:31][cH:32][cH:33][cH:34]2)[cH:35][cH:36][cH:37][cH:38][cH:39]1>>[Br:1][c:2]1[c:3]([F:12])[n:4][cH:5][c:6]([N+:8](=[O:9])[O-:10])[cH:7]1.